From a dataset of the Open Reaction Database (ORD), a public repository of structured organic reaction records. describe an organic reaction: reactants, conditions, products, and yield Starting materials: CC(C)(C)[O-], FC(F)(F)Oc1ccc(OCCCl)c(I)c1, [K+], C1CCOC1. Product: C=COc1ccc(OC(F)(F)F)cc1I. As a reaction SMILES: [CH3:17][C:18]([CH3:19])([O-:20])[CH3:21].[Cl:1][CH2:2][CH2:3][O:4][c:5]1[c:6]([I:16])[cH:7][c:8]([O:11][C:12]([F:13])([F:14])[F:15])[cH:9][cH:10]1.[K+:22].[O:23]1[CH2:24][CH2:25][CH2:26][CH2:27]1>>[CH2:2]=[CH:3][O:4][c:5]1[c:6]([I:16])[cH:7][c:8]([O:11][C:12]([F:13])([F:14])[F:15])[cH:9][cH:10]1. The product is C(C=C)C1C(=O)OC(C1)=O (allyl-succinic acid anhydride). RXN SMILES: CC(O[C:11]([C:13]1C=[CH:17][CH:16]=[C:15](S(O)(=O)=O)[C:14]=1[C:23]([OH:25])=[O:24])=[O:12])COC(C(C)=C)=O.C(OCCO)(=O)C(C)=C.C(C1(S(O)(=O)=O)CC(=O)OC1=O)C=C>>[CH2:15]([CH:14]1[CH2:13][C:11](=[O:12])[O:25][C:23]1=[O:24])[CH:16]=[CH2:17]. Procedure details: By procedure (7) (a) above, β-hydroxyethyl methacrylate is esterified with an equimolar amount of allyl-sulfo-succinic anhydride obtained by the sulfonation of allyl-succinic acid anhydride obtained from propene and maleic anhydride by a procedure analogous to that of (8) (b) hereinabove. Starting materials: CC(COC(=O)C(=C)C)OC(=O)C1=C(C(=CC=C1)S(=O)(=O)O)C(=O)O (methacryloxyisopropyl acid sulfophthalate), C(C(=C)C)(=O)OCCO (β-hydroxyethyl methacrylate), C(C=C)C1(C(=O)OC(C1)=O)S(=O)(=O)O (allyl-sulfo-succinic anhydride). Starting materials: C(C)OC(=O)C=1NC2=CC=C(C=C2C1)C1=CC=C(C=C1)C(C)(C)C (5-(4-tert-butylphenyl)indole-2-carboxylic acid ethyl ester), FC(C1=CC=C(C=C1)B(O)O)(F)F (4-(trifluoromethyl)phenylboronic acid). The product is C(C)(C)(C)C1=CC=C(C=C1)C=1C=C2C=C(N(C2=CC1)C1=CC=C(C=C1)C(F)(F)F)C(=O)O (5-(4-tert-Butylphenyl)-1-(4-(trifluoromethyl)phenyl)indole-2-carboxylic acid). As a reaction SMILES: C([O:3][C:4]([C:6]1[NH:7][C:8]2[C:13]([CH:14]=1)=[CH:12][C:11]([C:15]1[CH:20]=[CH:19][C:18]([C:21]([CH3:24])([CH3:23])[CH3:22])=[CH:17][CH:16]=1)=[CH:10][CH:9]=2)=[O:5])C.[F:25][C:26]([F:37])([F:36])[C:27]1[CH:32]=[CH:31][C:30](B(O)O)=[CH:29][CH:28]=1>>[C:21]([C:18]1[CH:17]=[CH:16][C:15]([C:11]2[CH:12]=[C:13]3[C:8](=[CH:9][CH:10]=2)[N:7]([C:30]2[CH:31]=[CH:32][C:27]([C:26]([F:37])([F:36])[F:25])=[CH:28][CH:29]=2)[C:6]([C:4]([OH:5])=[O:3])=[CH:14]3)=[CH:20][CH:19]=1)([CH3:24])([CH3:22])[CH3:23]. Reported procedure: The title compound was prepared in accordance with Example 8(c) using 5-(4-tert-butylphenyl)indole-2-carboxylic acid ethyl ester and 4-(trifluoromethyl)phenylboronic acid, followed by hydrolysis in accordance with the procedure described in Example 1(c). The reactants are COC1=CN=C2C(=CC=NC2=C1)OC1=CC=C(C=C1)N (4-(7-methoxy-1,5-naphthyridin-4-yloxy)benzenamine), N1(CCCCCC1)C1=NN=C(C2=CC=CC=C12)Cl (1-(azepan-1-yl)-4-chlorophthalazine), C(=O)(C(F)(F)F)O (TFA), 2-BuOH. Run at temperature 100 celsius. Procedure details: A pyrex reaction tube was charged with 4-(7-methoxy-1,5-naphthyridin-4-yloxy)benzenamine (128 mg, 0.478 mmol), 1-(azepan-1-yl)-4-chlorophthalazine (125 mg, 0.478 mmol), TFA (0.029 ml, 0.382 mmol) and 2.4 mL of 2-BuOH. The tube was sealed and the reaction mixture was heated at 100° C. for 1.5 h. Upon cooling, EtOAc was added, and the resulting precipitate was filtered and washed with EtOAc. The solid was dissolved in 90/10/1 CH2Cl2/MeOH/NH4OH and purified by silica gel chromatography with 90/10/1... Solvent: CCOC(=O)C (EtOAc). Product: N1(CCCCCC1)C1=NN=C(C2=CC=CC=C12)NC1=CC=C(C=C1)OC1=CC=NC2=CC(=CN=C12)OC (4-(azepan-1-yl)-N-(4-(7-methoxy-1,5-naphthyridin-4-yloxy)phenyl)phthalazin-1-amine). Reaction SMILES: [CH3:1][O:2][C:3]1[CH:12]=[C:11]2[C:6]([C:7]([O:13][C:14]3[CH:19]=[CH:18][C:17]([NH2:20])=[CH:16][CH:15]=3)=[CH:8][CH:9]=[N:10]2)=[N:5][CH:4]=1.[N:21]1([C:28]2[C:37]3[C:32](=[CH:33][CH:34]=[CH:35][CH:36]=3)[C:31](Cl)=[N:30][N:29]=2)[CH2:27][CH2:26][CH2:25][CH2:24][CH2:23][CH2:22]1.C(O)(C(F)(F)F)=O>CCOC(C)=O>[N:21]1([C:28]2[C:37]3[C:32](=[CH:33][CH:34]=[CH:35][CH:36]=3)[C:31]([NH:20][C:17]3[CH:18]=[CH:19][C:14]([O:13][C:7]4[C:6]5[C:11](=[CH:12][C:3]([O:2][CH3:1])=[CH:4][N:5]=5)[N:10]=[CH:9][CH:8]=4)=[CH:15][CH:16]=3)=[N:30][N:29]=2)[CH2:22][CH2:23][CH2:24][CH2:25][CH2:26][CH2:27]1. Reactants: C=CCn1cnc(C(O[SiH](c2ccccc2)c2ccccc2)C(C)(C)C)c1, [Li]CCCC, C1CCOC1, CON(C)C(C)=O, [Cl-], [NH4+]. Reaction SMILES: [C:1]([CH3:2])([CH3:3])([CH3:4])[CH:5]([c:6]1[n:7][cH:8][n:9]([CH2:11][CH:12]=[CH2:13])[cH:10]1)[O:14][SiH:15]([c:16]1[cH:17][cH:18][cH:19][cH:20][cH:21]1)[c:22]1[cH:23][cH:24][cH:25][cH:26][cH:27]1.[CH2:28]([Li:29])[CH2:30][CH2:31][CH3:32].[CH2:42]1[O:43][CH2:44][CH2:45][CH2:46]1.[CH3:33][O:34][N:35]([C:36]([CH3:37])=[O:38])[CH3:39].[Cl-:40].[NH4+:41]>>[C:1]([CH3:2])([CH3:3])([CH3:4])[CH:5]([c:6]1[n:7][c:8]([C:36]([CH3:37])=[O:38])[n:9]([CH2:11][CH:12]=[CH2:13])[cH:10]1)[O:14][SiH:15]([c:16]1[cH:17][cH:18][cH:19][cH:20][cH:21]1)[c:22]1[cH:23][cH:24][cH:25][cH:26][cH:27]1. Yields the product C=CCn1cc(C(O[SiH](c2ccccc2)c2ccccc2)C(C)(C)C)nc1C(C)=O. Starting materials: CC(CO)CO[Si](c1ccccc1)(c1ccccc1)C(C)(C)C, C[N+]1([O-])CCOCC1, CCC[N+](CCC)(CCC)CCC, ClCCl, O=[Ru](=O)(=O)[O-], O. The product is CC(C=O)CO[Si](c1ccccc1)(c1ccccc1)C(C)(C)C. RXN SMILES: [C:1]([CH3:2])([CH3:3])([CH3:4])[Si:5]([O:6][CH2:7][CH:8]([CH2:9][OH:10])[CH3:11])([c:12]1[cH:13][cH:14][cH:15][cH:16][cH:17]1)[c:18]1[cH:19][cH:20][cH:21][cH:22][cH:23]1.[CH3:24][N+:25]1([O-:26])[CH2:27][CH2:28][O:29][CH2:30][CH2:31]1.[CH3:36][CH2:37][CH2:38][N+:39]([CH2:40][CH2:41][CH3:42])([CH2:43][CH2:44][CH3:45])[CH2:46][CH2:47][CH3:48].[Cl:33][CH2:34][Cl:35].[O:49]=[Ru:50](=[O:51])([O-:52])=[O:53].[OH2:32]>>[C:1]([CH3:2])([CH3:3])([CH3:4])[Si:5]([O:6][CH2:7][CH:8]([CH:9]=[O:10])[CH3:11])([c:12]1[cH:13][cH:14][cH:15][cH:16][cH:17]1)[c:18]1[cH:19][cH:20][cH:21][cH:22][cH:23]1. Reactants: CNC, Cc1nn(C)c2nc(-c3ccccc3)cc(Cl)c12. The product is Cc1nn(C)c2nc(-c3ccccc3)cc(N(C)C)c12. RXN SMILES: [CH3:19][NH:20][CH3:21].[Cl:1][c:2]1[c:3]2[c:4]([n:5][c:6](-[c:8]3[cH:9][cH:10][cH:11][cH:12][cH:13]3)[cH:7]1)[n:14]([CH3:18])[n:15][c:16]2[CH3:17]>>[c:2]1([N:20]([CH3:19])[CH3:21])[c:3]2[c:4]([n:5][c:6](-[c:8]3[cH:9][cH:10][cH:11][cH:12][cH:13]3)[cH:7]1)[n:14]([CH3:18])[n:15][c:16]2[CH3:17]. Reactants: CC(C)(C)c1cc(C(F)(F)F)n(CC(=O)O)n1, CCOC(=O)Cn1nc(C(F)(F)F)c(Cl)c1C. The product is Cc1c(Cl)c(C(F)(F)F)nn1CC(=O)O. RXN SMILES: [C:18]([c:19]1[cH:20][c:21]([C:22]([F:23])([F:24])[F:25])[n:26]([CH2:27][C:28]([OH:29])=[O:30])[n:31]1)([CH3:32])([CH3:33])[CH3:34].[Cl:1][c:2]1[c:3]([C:14]([F:15])([F:16])[F:17])[n:4][n:5]([CH2:8][C:9](=[O:10])[O:11][CH2:12][CH3:13])[c:6]1[CH3:7]>>[Cl:1][c:2]1[c:3]([C:14]([F:15])([F:16])[F:17])[n:4][n:5]([CH2:8][C:9](=[O:10])[OH:11])[c:6]1[CH3:7].